This data is from the Open Reaction Database (ORD), a public repository of structured organic reaction records. The task is: describe an organic reaction: reactants, conditions, products, and yield Starting materials: [OH-].[Na+] (NaOH), C(C=C)OC1(CCN(CC1)C1=C(C(=NC=2N1N=C(C2)CN2N=NC(=C2)C2=CC(=CC=C2)OCC=C)C)[C@@H](C(=O)OCC)OC(C)(C)C)C ((S)-ethyl 2-(7-(4-(allyloxy)-4-methylpiperidin-1-yl)-2-((4-(3-(allyloxy)phenyl)-1H-1,2,3-triazol-1-yl)methyl)-5-methylpyrazolo[1,5-a]pyrimidin-6-yl)-2-(tert-butoxy)acetate). The reagents and catalysts are CC1=CC(=C(C(=C1)C)N2CCN(C2=[Ru](=CC3=C(C=CC=C3)OC(C)C)(Cl)Cl)C4=C(C=C(C=C4C)C)C)C (Hoveyda-Grubbs catalyst 2nd generation), [Pd] (Pd/C). Run in CO (MeOH), ClCCCl (1,2-dichloroethane). Run at time 5 hour. Product: C(C)(C)(C)O[C@H](C(=O)O)C1=C2N3CCC(OCCCCOC4=CC=CC(C=5N=NN(CC6=NN2C(N=C1C)=C6)C5)=C4)(CC3)C ((2S)-2-(tert-Butoxy)-2-{4,26-dimethyl-20,25-dioxa-1,5,7,8,11,12,13-heptaazahexacyclo[24.2.2.16,9.111,14.115,19.02,7]tritriaconta-2,4,6(33),8,12,14(32),15(31),16,18-nonaen-3-yl}acetic acid). Isolated yield 37.7%. As a reaction SMILES: [CH2:1]([O:4][C:5]1([CH3:48])[CH2:10][CH2:9][N:8]([C:11]2[N:16]3[N:17]=[C:18]([CH2:20][N:21]4[CH:25]=[C:24]([C:26]5[CH:31]=[CH:30][CH:29]=[C:28]([O:32][CH2:33]C=C)[CH:27]=5)[N:23]=[N:22]4)[CH:19]=[C:15]3[N:14]=[C:13]([CH3:36])[C:12]=2[C@H:37]([O:43][C:44]([CH3:47])([CH3:46])[CH3:45])[C:38]([O:40]CC)=[O:39])[CH2:7][CH2:6]1)[CH:2]=[CH2:3].[OH-].[Na+]>ClCCCl.CC1C=C(C)C(N2C(=[Ru](Cl)(Cl)=CC3C=CC=CC=3OC(C)C)N(C3C(C)=CC(C)=CC=3C)CC2)=C(C)C=1.CO.[Pd]>[C:44]([O:43][C@@H:37]([C:12]1[C:13]([CH3:36])=[N:14][C:15]2=[CH:19][C:18]3=[N:17][N:16]2[C:11]=1[N:8]1[CH2:9][CH2:10][C:5]([CH3:48])([O:4][CH2:1][CH2:2][CH2:3][CH2:33][O:32][C:28]2[CH:27]=[C:26]([C:24]4[N:23]=[N:22][N:21]([CH:25]=4)[CH2:20]3)[CH:31]=[CH:30][CH:29]=2)[CH2:6][CH2:7]1)[C:38]([OH:40])=[O:39])([CH3:45])([CH3:46])[CH3:47] |f:1.2|. Procedure: To a stirred solution of (S)-ethyl 2-(7-(4-(allyloxy)-4-methylpiperidin-1-yl)-2-((4-(3-(allyloxy)phenyl)-1H-1,2,3-triazol-1-yl)methyl)-5-methylpyrazolo[1,5-a]pyrimidin-6-yl)-2-(tert-butoxy)acetate (0.018 g, 0.027 mmol) in 1,2-dichloroethane (15 mL) was added at once Hoveyda-Grubbs catalyst 2nd generation (0.857 mg, 1.368 μmol) at 70° C. and refluxed for 2 h. Then, cooled, 10% Pd/C (2.91 mg, 2.74 μmol) was added and stirred under balloon H2 atmosphere for 5 h. Then, filtered, concentrated and the... Starting materials: NC1=NC2=C(C=3C=C(C=NC13)CCC1=C(C=C(C=C1)O)C)C=CC(=C2)C (4-(2-(5-amino-8-methylbenzo[f][1,7]naphthyridin-2-yl)ethyl)-3-methylphenol), BrCCCCC(=O)OCC (ethyl 5-bromopentanoate). Yields the product NC1=NC2=C(C=3C=C(C=NC13)CCC1=C(C=C(OCCCCC(=O)OCC)C=C1)C)C=CC(=C2)C (Ethyl 5-(4-(2-(5-amino-8-methylbenzo[f][1,7]naphthyridin-2-yl)ethyl)-3-methylphenoxy)pentanoate). As a reaction SMILES: [NH2:1][C:2]1[C:11]2[N:10]=[CH:9][C:8]([CH2:12][CH2:13][C:14]3[CH:19]=[CH:18][C:17]([OH:20])=[CH:16][C:15]=3[CH3:21])=[CH:7][C:6]=2[C:5]2[CH:22]=[CH:23][C:24]([CH3:26])=[CH:25][C:4]=2[N:3]=1.Br[CH2:28][CH2:29][CH2:30][CH2:31][C:32]([O:34][CH2:35][CH3:36])=[O:33]>>[NH2:1][C:2]1[C:11]2[N:10]=[CH:9][C:8]([CH2:12][CH2:13][C:14]3[CH:19]=[CH:18][C:17]([O:20][CH2:28][CH2:29][CH2:30][CH2:31][C:32]([O:34][CH2:35][CH3:36])=[O:33])=[CH:16][C:15]=3[CH3:21])=[CH:7][C:6]=2[C:5]2[CH:22]=[CH:23][C:24]([CH3:26])=[CH:25][C:4]=2[N:3]=1. Reported procedure: Ethyl 5-(4-(2-(5-amino-8-methylbenzo[f][1,7]naphthyridin-2-yl)ethyl)-3-methylphenoxy)pentanoate was prepared from 4-(2-(5-amino-8-methylbenzo[f][1,7]naphthyridin-2-yl)ethyl)-3-methylphenol (from Example 50) following the procedure described for Example 139, but using ethyl 5-bromopentanoate . 1H NMR (CDCl3): δ 8.64 (s, 1H), 8.27 (s, 1H), 8.02 (d, 1H), 7.66 (s, 1H), 7.32 (d, 1H), 6.91 (d, 1H), 6.66 (s, 1H), 6.63 (d, 1H), 4.13 (q, 2H), 3.93 (t, 2H), 3.14 (t, 2H), 2.99 (t, 2H), 2.54 (s, 3H), 2.38 (... The reactants are COC1=C2C=C(CC2=C(C(=C1OC)OC)OC)CCCCCCCC(=O)OCC (ethyl 8-(4,5,6,7-tetramethoxyinden-2-yl)octanoate). Reagents/catalysts: [C].[Pd] (palladium-carbon). Run in C(C)O (ethanol). Run at time 4 hour. Product: COC1=C2CC(CC2=C(C(=C1OC)OC)OC)CCCCCCCC(=O)OCC (Ethyl 8-(4,5,6,7-tetramethoxyindan-2-yl)octanoate). Isolated yield 99.5%. Reaction SMILES: [CH3:1][O:2][C:3]1[C:11]([O:12][CH3:13])=[C:10]([O:14][CH3:15])[C:9]([O:16][CH3:17])=[C:8]2[C:4]=1[CH:5]=[C:6]([CH2:18][CH2:19][CH2:20][CH2:21][CH2:22][CH2:23][CH2:24][C:25]([O:27][CH2:28][CH3:29])=[O:26])[CH2:7]2>[C].[Pd].C(O)C>[CH3:17][O:16][C:9]1[C:10]([O:14][CH3:15])=[C:11]([O:12][CH3:13])[C:3]([O:2][CH3:1])=[C:4]2[C:8]=1[CH2:7][CH:6]([CH2:18][CH2:19][CH2:20][CH2:21][CH2:22][CH2:23][CH2:24][C:25]([O:27][CH2:28][CH3:29])=[O:26])[CH2:5]2 |f:1.2|. Procedure details: An ethanol (6.0 ml) suspension of ethyl 8-(4,5,6,7-tetramethoxyinden-2-yl)octanoate (310 mg, 0.763 mmols)and 10% palladium-carbon (60 mg) was stirred under a hydrogen atmosphere at room temperature for 4 hours. The palladium-carbon was removed by filtration, and the filtrate was concentrated in vacuo to obtain the entitled compound (310 mg) as an oil. The reactants are C1CCOC1, CCOC(C)=O, Fc1ccc(CBr)cc1F, [H-], [Na+], CC(C)(C)OC(=O)NC1CSCCNC1=O, O. Yields the product CC(C)(C)OC(=O)NC1CSCCN(Cc2ccc(F)c(F)c2)C1=O. RXN SMILES: [CH2:3]1[O:4][CH2:5][CH2:6][CH2:7]1.[CH3:35][CH2:36][O:37][C:38]([CH3:39])=[O:40].[F:24][c:25]1[cH:26][c:27]([CH2:28][Br:29])[cH:30][cH:31][c:32]1[F:33].[H-:1].[Na+:2].[O:8]=[C:9]1[NH:10][CH2:11][CH2:12][S:13][CH2:14][CH:15]1[NH:16][C:17]([O:18][C:19]([CH3:20])([CH3:21])[CH3:22])=[O:23].[OH2:34]>>[O:8]=[C:9]1[N:10]([CH2:28][c:27]2[cH:26][c:25]([F:24])[c:32]([F:33])[cH:31][cH:30]2)[CH2:11][CH2:12][S:13][CH2:14][CH:15]1[NH:16][C:17]([O:18][C:19]([CH3:20])([CH3:21])[CH3:22])=[O:23]. Starting materials: CC(C)NCCCC1=CC=C(C=C1)[N+](=O)[O-] (N-(1-methylethyl)-3-(4-nitrophenyl)propylamine), CN1C(N(C(C=C1N1CCN(CCC1)C1=C(C=CC=C1)[N+](=O)[O-])=O)C)=O (1,3-dimethyl-6-[4-(nitrophenyl)homopiperazin-1-yl]-2,4(1H,3H)-pyrimidinedione), CN1C(N(C(C=C1N1CCN(CCC1)C1=C(C=CC=C1)[N+](=O)[O-])=O)C)=O (1,3-dimethyl-6-[4-(nitrophenyl)homopiperazin-1-yl]-2,4(1H,3H)-pyrimidinedione), O.C1(=CC=C(C=C1)S(=O)(=O)O)C (p-toluenesulfonic acid monohydrate). Solvent: C(C)#N (acetonitrile). Yields the product CN1C(N(C(C=C1NCCN(C(C)C)CCCC1=CC=C(C=C1)[N+](=O)[O-])=O)C)=O (1,3-dimethyl-6-{2-[N-(1-methylethyl)-3-(4-nitrophenyl)propylamino]ethylamino}-2,4(1H,3H)-pyrimidinedione). The yield is 178.1%. RXN SMILES: [CH3:1][CH:2]([NH:4][CH2:5][CH2:6][CH2:7][C:8]1[CH:13]=[CH:12][C:11]([N+:14]([O-:16])=[O:15])=[CH:10][CH:9]=1)[CH3:3].[CH3:17][N:18]1[C:23]([N:24]2CCCN(C3C=CC=CC=3[N+]([O-])=O)[CH2:26][CH2:25]2)=[CH:22][C:21](=[O:40])[N:20]([CH3:41])[C:19]1=[O:42].O.C1(C)C=CC(S(O)(=O)=O)=CC=1>C(#N)C>[CH3:17][N:18]1[C:23]([NH:24][CH2:25][CH2:26][N:4]([CH2:5][CH2:6][CH2:7][C:8]2[CH:9]=[CH:10][C:11]([N+:14]([O-:16])=[O:15])=[CH:12][CH:13]=2)[CH:2]([CH3:1])[CH3:3])=[CH:22][C:21](=[O:40])[N:20]([CH3:41])[C:19]1=[O:42] |f:2.3|. Reported procedure: N-(1-methylethyl)-3-(4-nitrophenyl)propylamine (0.6 g), 0.5 g of 6-(1-aziridinyl)-1,3-dimethyl-2,4(1H,3H)-pyrimidinedione (compound 6) and 50 mg of p-toluenesulfonic acid monohydrate was dissolved in 30 ml acetonitrile, and then the solvent was removed in vacuo. The resultant oil was allowed to react at 80° C. for 3 hours and subjected to silica gel column chromatograph (chloroform/methanol=40:1 (v/v)) for purification. Thus, 1.0 g of 1,3-dimethyl-6-{2-[N-(1-methylethyl)-3-(4-nitrophenyl)propyla... Starting materials: c1(ccccn1)CBr.Br, C1[C@H](C[C@H](C1)Cc1sc(nn1)N)c1sc(nn1)N. Reagents/catalysts: c1ccc(cc1)-c2c3ccccc3cc4ccccc24 (9-Phenylanthracene), CCN(C(C)C)C(C)C (DIPEA), P(c1ccccc1)(c1ccccc1)CCCP(c1ccccc1)c1ccccc1 (dppp), C(O[Pd]OC(C)=O)(C)=O (Pd(OAc)2). The solvent is CC#N (MeCN). Run at temperature 110 celsius, time 6 hour. Product: O=C(Cc1ccccn1)Nc2nnc(C[C@H]3CC[C@H](C3)c4nnc(NC(=O)Cc5ccccn5)s4)s2. As a reaction SMILES: [NH2:1][c:2]1[s:18][c:5]([CH2:6][C@@H:7]2[CH2:11][C@H:10]([c:12]3[s:17][c:15]([NH2:16])[n:14][n:13]3)[CH2:9][CH2:8]2)[n:4][n:3]1.Br.Br[CH2:19][c:20]1[n:25][cH:24][cH:23][cH:22][cH:21]1>>O=C([NH:1][c:2]1[s:18][c:5]([CH2:6][C@@H:7]2[CH2:11][C@H:10]([c:12]3[s:17][c:15]([NH:16]C(Cc4ncccc4)=O)[n:14][n:13]3)[CH2:9][CH2:8]2)[n:4][n:3]1)[CH2:19][c:20]5[n:25][cH:24][cH:23][cH:22][cH:21]5. The reactants are C(C)OC(C#CC)=O (tetrolic acid ethyl ester), CC(C1=CC=C(C=C1)F)NN (α-methyl-4-fluorobenzylhydrazine). Solvent: C(CCC)O (n-butanol). The product is CC=1NN(C(C1)=O)C(C1=CC=C(C=C1)F)C (3-Methyl-1-(α-methyl-4-fluorobenzyl)-pyrazol-5-one). Reaction SMILES: C(O[C:4](=[O:8])[C:5]#[C:6][CH3:7])C.[CH3:9][CH:10]([NH:18][NH2:19])[C:11]1[CH:16]=[CH:15][C:14]([F:17])=[CH:13][CH:12]=1>C(O)CCC>[CH3:7][C:6]1[NH:19][N:18]([CH:10]([CH3:9])[C:11]2[CH:16]=[CH:15][C:14]([F:17])=[CH:13][CH:12]=2)[C:4](=[O:8])[CH:5]=1. Procedure details: 8.3 g (0.074 mol) of tetrolic acid ethyl ester and 11.3 g of α-methyl-4-fluorobenzylhydrazine in 70 ml of n-butanol were heated for 8 hours under reflux. Starting materials: CCCC[Sn](CCCC)(CCCC)c1ccco1, Nc1nc(Cl)cc(Cl)n1, CN(C)C=O, Cl[Pd]Cl, c1ccc(P(c2ccccc2)c2ccccc2)cc1, c1ccc(P(c2ccccc2)c2ccccc2)cc1. The product is Nc1nc(Cl)cc(-c2ccco2)n1. As a reaction SMILES: [CH2:1]([Sn:2]([CH2:3][CH2:4][CH2:5][CH3:11])([c:6]1[o:7][cH:8][cH:9][cH:10]1)[CH2:12][CH2:13][CH2:14][CH3:15])[CH2:16][CH2:17][CH3:18].[NH2:19][c:20]1[n:21][c:22]([Cl:27])[cH:23][c:24]([Cl:26])[n:25]1.[O:28]=[CH:29][N:30]([CH3:31])[CH3:32].[Pd:33]([Cl:34])[Cl:35].[c:36]1([P:37]([c:38]2[cH:39][cH:40][cH:41][cH:42][cH:43]2)[c:44]2[cH:45][cH:46][cH:47][cH:48][cH:49]2)[cH:50][cH:51][cH:52][cH:53][cH:54]1.[c:55]1([P:56]([c:57]2[cH:58][cH:59][cH:60][cH:61][cH:62]2)[c:63]2[cH:64][cH:65][cH:66][cH:67][cH:68]2)[cH:69][cH:70][cH:71][cH:72][cH:73]1>>[c:6]1(-[c:24]2[cH:23][c:22]([Cl:27])[n:21][c:20]([NH2:19])[n:25]2)[o:7][cH:8][cH:9][cH:10]1.